From a dataset of the Open Reaction Database (ORD), a public repository of structured organic reaction records. describe an organic reaction: reactants, conditions, products, and yield The product is COC(=O)C=1C(=C2C=C(C(N(C2=C(N1)C)CC1=CC=CC=C1)=O)C)O (1-Benzyl-5-hydroxy-3,8-dimethyl-2-oxo-1,2-dihydro-[1,7]naphthyridine-6-carboxylic acid methyl ester). Starting materials: COC(=O)C=1C(=C2C=C(C(N(C2=C(N1)Br)CC1=CC=CC=C1)=O)C)O (1-benzyl-8-bromo-5-hydroxy-3-methyl-2-oxo-1,2-dihydro-[1,7]naphthyridine-6-carboxylic acid methyl ester), C[Sn](C)(C)C (tetramethyltin), Cl (HCl), CCOC(=O)C (EtOAc). The reagents and catalysts are Cl[Pd]([P](C1=CC=CC=C1)(C2=CC=CC=C2)C3=CC=CC=C3)([P](C4=CC=CC=C4)(C5=CC=CC=C5)C6=CC=CC=C6)Cl (PdCl2(PPh3)2). Reaction SMILES: [CH3:1][O:2][C:3]([C:5]1[C:6]([OH:25])=[C:7]2[C:12](=[C:13](Br)[N:14]=1)[N:11]([CH2:16][C:17]1[CH:22]=[CH:21][CH:20]=[CH:19][CH:18]=1)[C:10](=[O:23])[C:9]([CH3:24])=[CH:8]2)=[O:4].[CH3:26][Sn](C)(C)C.CCOC(C)=O.Cl>CN(C=O)C.[Cl-].[Na+].O.Cl[Pd](Cl)([P](C1C=CC=CC=1)(C1C=CC=CC=1)C1C=CC=CC=1)[P](C1C=CC=CC=1)(C1C=CC=CC=1)C1C=CC=CC=1>[CH3:1][O:2][C:3]([C:5]1[C:6]([OH:25])=[C:7]2[C:12](=[C:13]([CH3:26])[N:14]=1)[N:11]([CH2:16][C:17]1[CH:22]=[CH:21][CH:20]=[CH:19][CH:18]=1)[C:10](=[O:23])[C:9]([CH3:24])=[CH:8]2)=[O:4] |f:5.6.7,^1:48,67|. Isolated yield 107.1%. Procedure: A mixture of 1-benzyl-8-bromo-5-hydroxy-3-methyl-2-oxo-1,2-dihydro-[1,7]naphthyridine-6-carboxylic acid methyl ester (162 mg, 0.40 mmol), tetramethyltin (0.3 mL, 2.0 mmol) and PdCl2(PPh3)2 (56 mg, 0.08 mmol) in 5 mL of DMF was heated at 120° C. under nitrogen atmosphere for 1 h. After the mixture was cooled to r.t., brine (10 mL) and EtOAc (40 mL) was added. 1M HCl was added until pH was about 3. The aqueous layer was extracted with additional EtOAc and the combined organic layer was washed with... The solvent is CN(C)C=O (DMF), [Cl-].[Na+].O (brine). Conditions: temperature 120 celsius.